This data is from the Open Reaction Database (ORD), a public repository of structured organic reaction records. The task is: describe an organic reaction: reactants, conditions, products, and yield The reactants are CS(C)=O, CCOC(C)=O, O=C(CCl)c1cccc2cccnc12, [N-]=[N+]=[N-], [Na+]. The product is [N-]=[N+]=NCC(=O)c1cccc2cccnc12. RXN SMILES: [CH3:19][S:20]([CH3:21])=[O:22].[CH3:23][CH2:24][O:25][C:26]([CH3:27])=[O:28].[Cl:1][CH2:2][C:3](=[O:4])[c:5]1[cH:6][cH:7][cH:8][c:9]2[cH:10][cH:11][cH:12][n:13][c:14]12.[N-:15]=[N+:16]=[N-:17].[Na+:18]>>[CH2:2]([C:3](=[O:4])[c:5]1[cH:6][cH:7][cH:8][c:9]2[cH:10][cH:11][cH:12][n:13][c:14]12)[N:15]=[N+:16]=[N-:17]. Reactants: FC(C(CC(=O)OCC)O)(F)F (ethyl (±)-4,4,4-trifluoro-3-hydroxybutanoate), C[C@@H](C1=CC=CC=C1)N ((S)-α-methylbenzylamine), [Na] (sodium), C(CCC)(=O)O (butanoic acid). Reaction SMILES: [F:1][C:2]([F:12])([F:11])[CH:3]([OH:10])[CH2:4][C:5]([O:7]CC)=[O:6].[Na].C(O)(=O)CCC.C[C@H](N)C1C=CC=CC=1>>[F:1][C:2]([F:12])([F:11])[C@H:3]([OH:10])[CH2:4][C:5]([OH:7])=[O:6] |^1:12|. Yields the product FC([C@@H](CC(=O)O)O)(F)F (4,4,4-trifluoro-3(R)-hydroxybutanoic acid). Procedure: According to this process, ethyl (±)-4,4,4-trifluoro-3-hydroxybutanoate is converted to the sodium salt of the corresponding butanoic acid which is hydrolysed to give (±)-4,4,4-trifluoro-3-hydroxbutanoic acid, this acid is reacted with (S)-α-methylbenzylamine, the (S)-α-methylbenzylamine salt of 4,4,4-trifluoro-3(R)-hydroxybutanoic acid is separated from the mixture of diastereoisomers formed by crystallization from ethanol and this salt is then hydrolysed in acid medium to produce 4,4,4-trifluo... Starting materials: Cl.C1(CCCCC1)NC1=NC(=NC(=C1C)C)NCC1=NC=CC=C1 (N4-cyclohexyl-5,6-dimethyl-N2-(pyridin-2-ylmethyl)pyrimidine-2,4-diamine hydrochloride), CC=1C=CC(=NC1)CN ([(5-methylpyridin-2-yl)methyl]amine). Yields the product C1(CCCCC1)NC1=NC(=NC(=C1C)C)NCC1=NC=C(C=C1)C (N4-cyclohexyl-5,6-dimethyl-N2-[(5-methylpyridin-2-yl)methyl]pyrimidine-2,4-diamine). As a reaction SMILES: Cl.[CH:2]1([NH:8][C:9]2[C:14]([CH3:15])=[C:13]([CH3:16])[N:12]=[C:11]([NH:17][CH2:18][C:19]3[CH:24]=[CH:23][CH:22]=[CH:21][N:20]=3)[N:10]=2)[CH2:7][CH2:6][CH2:5][CH2:4][CH2:3]1.[CH3:25]C1C=CC(CN)=NC=1>>[CH:2]1([NH:8][C:9]2[C:14]([CH3:15])=[C:13]([CH3:16])[N:12]=[C:11]([NH:17][CH2:18][C:19]3[CH:24]=[CH:23][C:22]([CH3:25])=[CH:21][N:20]=3)[N:10]=2)[CH2:3][CH2:4][CH2:5][CH2:6][CH2:7]1 |f:0.1|. Procedure details: The titled compound was synthesized according to the general procedure described for preparation of N4-cyclohexyl-5,6-dimethyl-N2-(pyridin-2-ylmethyl)pyrimidine-2,4-diamine (Example 1) using [(5-methylpyridin-2-yl)methyl]amine instead of (pyridin-2-ylmethyl)amine. The product was purified by column chromatography eluting with mixture of chloroform/ethanol/20% water solution of ammonia (200:10:1), and then the final product was washed with diethyl ether to afford the titled compound as a white so... Reactants: COC(=O)C(O)Cc1cccc(OC(=O)C(C)(C)C)c1, COCCOC, CCCCCCC, CC(C)OC(=N)C(Cl)(Cl)Cl, O=S(=O)(O)C(F)(F)F. The product is COC(=O)C(Cc1cccc(OC(=O)C(C)(C)C)c1)OC(C)C. As a reaction SMILES: [C:1]([C:2]([CH3:3])([CH3:4])[CH3:5])(=[O:6])[O:7][c:8]1[cH:9][c:10]([CH2:14][CH:15]([C:16](=[O:17])[O:18][CH3:19])[OH:20])[cH:11][cH:12][cH:13]1.[CH3:31][O:32][CH2:33][CH2:34][O:35][CH3:36].[CH3:45][CH2:46][CH2:47][CH2:48][CH2:49][CH2:50][CH3:51].[Cl:21][C:22]([Cl:23])([Cl:24])[C:25]([O:29][CH:26]([CH3:27])[CH3:28])=[NH:30].[OH:37][S:38]([C:39]([F:40])([F:41])[F:42])(=[O:43])=[O:44]>>[C:1]([C:2]([CH3:3])([CH3:4])[CH3:5])(=[O:6])[O:7][c:8]1[cH:9][c:10]([CH2:14][CH:15]([C:16](=[O:17])[O:18][CH3:19])[O:20][CH:26]([CH3:27])[CH3:28])[cH:11][cH:12][cH:13]1. The reactants are COc1ccc(Br)c(O)c1, O=C([O-])[O-], BrCCOCc1ccccc1, CN(C)C=O, [K+], [K+]. Yields the product COc1ccc(Br)c(OCCOCc2ccccc2)c1. Reaction SMILES: [Br:1][c:2]1[c:3]([OH:10])[cH:4][c:5]([O:8][CH3:9])[cH:6][cH:7]1.[C:11](=[O:12])([O-:13])[O-:14].[CH2:17]([c:18]1[cH:19][cH:20][cH:21][cH:22][cH:23]1)[O:24][CH2:25][CH2:26][Br:27].[CH3:28][N:29]([CH3:30])[CH:31]=[O:32].[K+:15].[K+:16]>>[Br:1][c:2]1[c:3]([O:10][CH2:26][CH2:25][O:24][CH2:17][c:18]2[cH:19][cH:20][cH:21][cH:22][cH:23]2)[cH:4][c:5]([O:8][CH3:9])[cH:6][cH:7]1. Reactants: CCOC(=O)C(=O)CBr, ClCCl, Cc1nnc(S)s1, CC#N. The product is CCOC(=O)C(=O)CSc1nnc(C)s1. Reaction SMILES: [Br:8][CH2:9][C:10]([C:11](=[O:12])[O:13][CH2:14][CH3:15])=[O:16].[CH2:17]([Cl:18])[Cl:19].[CH3:1][c:2]1[n:3][n:4][c:5]([SH:7])[s:6]1.[CH3:20][C:21]#[N:22]>>[CH3:1][c:2]1[n:3][n:4][c:5]([S:7][CH2:9][C:10]([C:11](=[O:12])[O:13][CH2:14][CH3:15])=[O:16])[s:6]1.